This data is from the Open Reaction Database (ORD), a public repository of structured organic reaction records. The task is: describe an organic reaction: reactants, conditions, products, and yield Starting materials: CC(C)(C)OC(=O)N1CCC(CC#N)(n2cc(B3OC(C)(C)C(C)(C)O3)cn2)CC1, C1COCCO1, CCOC(C)=O, Clc1ccnc(Cl)n1, [K+], [K+], [K+], O, O=P([O-])([O-])[O-], c1ccc(P(c2ccccc2)(c2ccccc2)[Pd](P(c2ccccc2)(c2ccccc2)c2ccccc2)(P(c2ccccc2)(c2ccccc2)c2ccccc2)P(c2ccccc2)(c2ccccc2)c2ccccc2)cc1. The product is CC(C)(C)OC(=O)N1CCC(CC#N)(n2cc(-c3ccnc(Cl)n3)cn2)CC1. As a reaction SMILES: [C:9](#[N:10])[CH2:11][C:12]1([n:25]2[n:26][cH:27][c:28]([B:30]3[O:31][C:32]([CH3:33])([CH3:34])[C:35]([CH3:36])([CH3:37])[O:38]3)[cH:29]2)[CH2:13][CH2:14][N:15]([C:18](=[O:19])[O:20][C:21]([CH3:22])([CH3:23])[CH3:24])[CH2:16][CH2:17]1.[CH2:47]1[O:48][CH2:49][CH2:50][O:51][CH2:52]1.[CH3:54][CH2:55][O:56][C:57]([CH3:58])=[O:59].[Cl:1][c:2]1[n:3][cH:4][cH:5][c:6]([Cl:8])[n:7]1.[K+:44].[K+:45].[K+:46].[OH2:53].[P:39]([O-:40])([O-:41])([O-:42])=[O:43].[cH:60]1[cH:61][cH:62][c:63]([P:64]([Pd:65]([P:66]([c:67]2[cH:68][cH:69][cH:70][cH:71][cH:72]2)([c:73]2[cH:74][cH:75][cH:76][cH:77][cH:78]2)[c:79]2[cH:80][cH:81][cH:82][cH:83][cH:84]2)([P:85]([c:86]2[cH:87][cH:88][cH:89][cH:90][cH:91]2)([c:92]2[cH:93][cH:94][cH:95][cH:96][cH:97]2)[c:98]2[cH:99][cH:100][cH:101][cH:102][cH:103]2)[P:104]([c:105]2[cH:106][cH:107][cH:108][cH:109][cH:110]2)([c:111]2[cH:112][cH:113][cH:114][cH:115][cH:116]2)[c:117]2[cH:118][cH:119][cH:120][cH:121][cH:122]2)([c:123]2[cH:124][cH:125][cH:126][cH:127][cH:128]2)[c:129]2[cH:130][cH:131][cH:132][cH:133][cH:134]2)[cH:135][cH:136]1>>[Cl:1][c:2]1[n:3][cH:4][cH:5][c:6](-[c:28]2[cH:27][n:26][n:25]([C:12]3([CH2:11][C:9]#[N:10])[CH2:13][CH2:14][N:15]([C:18](=[O:19])[O:20][C:21]([CH3:22])([CH3:23])[CH3:24])[CH2:16][CH2:17]3)[cH:29]2)[n:7]1. Starting materials: CC(C)C[Al+]CC(C)C, CCOC(=O)c1cn(-c2ccc(-c3cccc(S(C)(=O)=O)c3)cc2Cl)c(-c2ccccc2Cl)n1, ClCCl, [H-]. Product: CS(=O)(=O)c1cccc(-c2ccc(-n3cc(CO)nc3-c3ccccc3Cl)c(Cl)c2)c1. RXN SMILES: [CH2:36]([Al+:37][CH2:38][CH:39]([CH3:40])[CH3:41])[CH:42]([CH3:43])[CH3:44].[Cl:1][c:2]1[cH:3][c:4](-[c:25]2[cH:26][c:27]([S:31](=[O:32])(=[O:33])[CH3:34])[cH:28][cH:29][cH:30]2)[cH:5][cH:6][c:7]1-[n:8]1[c:9](-[c:18]2[c:19]([Cl:24])[cH:20][cH:21][cH:22][cH:23]2)[n:10][c:11]([C:13](=[O:14])[O:15][CH2:16][CH3:17])[cH:12]1.[Cl:45][CH2:46][Cl:47].[H-:35]>>[Cl:1][c:2]1[cH:3][c:4](-[c:25]2[cH:26][c:27]([S:31](=[O:32])(=[O:33])[CH3:34])[cH:28][cH:29][cH:30]2)[cH:5][cH:6][c:7]1-[n:8]1[c:9](-[c:18]2[c:19]([Cl:24])[cH:20][cH:21][cH:22][cH:23]2)[n:10][c:11]([CH2:13][OH:14])[cH:12]1. The reactants are CCOC(=O)/N=N/C(=O)OCC (diethylazodicarboxylate), FC1=C(C=CC(=C1F)C1=NC=C(C=N1)CCCCCCCCC)O (2,3-difluoro-4-(5-nonylpyrimidin-2-yl)-phenol), C[Si](CCCCCCO)(C[Si](C)(C)C)C (6-(Dimethyltrimethylsilanylmethylsilanyl)-hexan-1-ol), C1(=CC=CC=C1)P(C1=CC=CC=C1)C1=CC=CC=C1 (triphenylphosphine). Run in C1CCOC1 (THF), C1CCOC1 (THF). Conditions: time 24 hour. The product is C[Si](CCCCCCOC1=C(C(=C(C=C1)C1=NC=C(C=N1)CCCCCCCCC)F)F)(C[Si](C)(C)C)C (2-{4-[6-(Dimethyl-trimethylsilanylmethyl-silanyl)-hexyloxy]-2,3-difluoro-phenyl}-5-nonyl-pyrimidine). RXN SMILES: CCOC(/N=N/C(OCC)=O)=O.[F:13][C:14]1[C:19]([F:20])=[C:18]([C:21]2[N:26]=[CH:25][C:24]([CH2:27][CH2:28][CH2:29][CH2:30][CH2:31][CH2:32][CH2:33][CH2:34][CH3:35])=[CH:23][N:22]=2)[CH:17]=[CH:16][C:15]=1[OH:36].[CH3:37][Si:38]([CH3:51])([CH2:46][Si:47]([CH3:50])([CH3:49])[CH3:48])[CH2:39][CH2:40][CH2:41][CH2:42][CH2:43][CH2:44]O.C1(P(C2C=CC=CC=2)C2C=CC=CC=2)C=CC=CC=1>C1COCC1>[CH3:51][Si:38]([CH3:37])([CH2:46][Si:47]([CH3:48])([CH3:49])[CH3:50])[CH2:39][CH2:40][CH2:41][CH2:42][CH2:43][CH2:44][O:36][C:15]1[CH:16]=[CH:17][C:18]([C:21]2[N:22]=[CH:23][C:24]([CH2:27][CH2:28][CH2:29][CH2:30][CH2:31][CH2:32][CH2:33][CH2:34][CH3:35])=[CH:25][N:26]=2)=[C:19]([F:20])[C:14]=1[F:13]. Reported procedure: A solution of diethylazodicarboxylate (0.087 g, 0.500 mmol) in THF (5.0 ml) was added dropwise to a stirred solution of 2,3-difluoro-4-(5-nonylpyrimidin-2-yl)-phenol (0.134 g, 0.400 mmol), compound 14 (0.108 g, 0.440 mmol) and triphenylphosphine (0.130 g, 0.500 mmol) in THF (20 ml). The treaction mixture was stirred at room temperature for 24 h, the solvent removed in vacuo and the residues purified by column chromatography [silica gel eluted with hexane/ethyl acetate (9:1)] to yield a colorless... Reaction SMILES: Br[C:2]1[CH:3]=[CH:4][C:5]([N:8]2[CH2:13][CH2:12][N:11]([C:14]([O:16][C:17]([CH3:20])([CH3:19])[CH3:18])=[O:15])[CH2:10][CH2:9]2)=[N:6][CH:7]=1.[C:21]([O:25][CH2:26][CH3:27])(=[O:24])[CH:22]=[CH2:23].CC1C=CC=CC=1P(C1C=CC=CC=1C)C1C=CC=CC=1C.CCN(C(C)C)C(C)C>CN(C=O)C.C([O-])(=O)C.[Pd+2].C([O-])(=O)C>[CH2:26]([O:25][C:21](=[O:24])/[CH:22]=[CH:23]/[C:2]1[CH:3]=[CH:4][C:5]([N:8]2[CH2:13][CH2:12][N:11]([C:14]([O:16][C:17]([CH3:20])([CH3:19])[CH3:18])=[O:15])[CH2:10][CH2:9]2)=[N:6][CH:7]=1)[CH3:27] |f:5.6.7|. Starting materials: C(C=C)(=O)OCC (ethyl acrylate), CC1=C(C=CC=C1)P(C1=C(C=CC=C1)C)C1=C(C=CC=C1)C (tris(2-methylphenyl)phosphine), CCN(C(C)C)C(C)C (DIPEA), BrC=1C=CC(=NC1)N1CCN(CC1)C(=O)OC(C)(C)C (tert-Butyl 4-(5-bromopyridin-2-yl)piperazine-1-carboxylate). The reagents and catalysts are C(C)(=O)[O-].[Pd+2].C(C)(=O)[O-] (palladium(II) acetate). Isolated yield 93.5%. Solvent: CN(C)C=O (DMF). The product is C(C)OC(/C=C/C=1C=CC(=NC1)N1CCN(CC1)C(=O)OC(C)(C)C)=O (tert-butyl 4-{5-[(1E)-3-ethoxy-3-oxoprop-1-en-1-yl]pyridin-2-yl}piperazine-1-carboxylate). Procedure: tert-Butyl 4-(5-bromopyridin-2-yl)piperazine-1-carboxylate (800 mg) was dissolved in DMF (4 ml), and ethyl acrylate (368 mg), palladium(II) acetate (27 mg), tris(2-methylphenyl)phosphine (290 mg), and DIPEA (1.26 g) were added thereto, followed by stirring at 100° C. for 3 hours. The reaction mixture was concentrated under reduced pressure, and then EtOAc was added thereto. The insoluble material was removed by filtration. The filtrate was concentrated under reduced pressure, and then the obtain... Conditions: temperature 100 celsius, time 3 hour. Reactants: OCCCCOCc1ccccc1, [Cl-], Cl, [Na+], O=S(Cl)Cl, c1ccncc1. Yields the product ClCCCCOCc1ccccc1. Reaction SMILES: [CH2:1]([c:2]1[cH:3][cH:4][cH:5][cH:6][cH:7]1)[O:8][CH2:9][CH2:10][CH2:11][CH2:12][OH:13].[Cl-:20].[ClH:18].[Na+:19].[S:14]([Cl:15])([Cl:16])=[O:17].[cH:21]1[cH:22][cH:23][n:24][cH:25][cH:26]1>>[CH2:1]([c:2]1[cH:3][cH:4][cH:5][cH:6][cH:7]1)[O:8][CH2:9][CH2:10][CH2:11][CH2:12][Cl:16]. Starting materials: OCC1CCC(N1)=O (5-hydroxymethyl-2-pyrrolidinone), O1CCCC=C1 (dihydropyran), Cl (hydrochloric acid). Reaction conditions: time 4 hour. The product is O1C(CCCC1)OCC1CCC(N1)=O (5-(2-tetrahydropyranoxy)methyl-2-pyrrolidinone). Isolated yield 90.0%. RXN SMILES: [OH:1][CH2:2][CH:3]1[NH:7][C:6](=[O:8])[CH2:5][CH2:4]1.Cl.[O:10]1[CH:15]=[CH:14][CH2:13][CH2:12][CH2:11]1>>[O:10]1[CH2:15][CH2:14][CH2:13][CH2:12][CH:11]1[O:1][CH2:2][CH:3]1[NH:7][C:6](=[O:8])[CH2:5][CH2:4]1. Procedure details: A 5 g quantity of 5-hydroxymethyl-2-pyrrolidinone [Journal of Organic Chemistry, 45, 816 (1980)] was dissolved in 10 ml of dihydropyran, 0.1 ml of concentrated hydrochloric acid was added to the solution, and the mixture was stirred at room temperature for 4 hours. Excessive dihydropyran was distilled off in a vacuum, and the residue was subjected to silica gel column chromatography to obtain an eluate of benzene/ethyl acetate=9/1, which gave 7.9 g of 5-(2-tetrahydropyranoxy)methyl-2-pyrrolidino...